From a dataset of the Open Reaction Database (ORD), a public repository of structured organic reaction records. describe an organic reaction: reactants, conditions, products, and yield The reactants are CCC(C)C(NC(=O)OC(C)(C)C)C(=O)NC(Cc1c[nH]cn1)C(=O)N1CCCC1C(=O)NC(CO)C(=O)OC, Cl, C1COCCO1. Product: CCC(C)C(N)C(=O)NC(Cc1c[nH]cn1)C(=O)N1CCCC1C(=O)NC(CO)C(=O)OC, Cl. Reaction SMILES: [CH3:1][O:2][C:3]([CH:4]([NH:5][C:6]([CH:7]1[N:8]([C:12]([CH:13]([NH:14][C:15]([CH:16]([NH:17][C:18]([O:19][C:20]([CH3:21])([CH3:22])[CH3:23])=[O:24])[CH:25]([CH3:26])[CH2:27][CH3:28])=[O:29])[CH2:30][c:31]2[cH:32][nH:33][cH:34][n:35]2)=[O:36])[CH2:9][CH2:10][CH2:11]1)=[O:37])[CH2:38][OH:39])=[O:40].[ClH:41].[O:42]1[CH2:43][CH2:44][O:45][CH2:46][CH2:47]1>>[CH3:1][O:2][C:3]([CH:4]([NH:5][C:6]([CH:7]1[N:8]([C:12]([CH:13]([NH:14][C:15]([CH:16]([NH2:17])[CH:25]([CH3:26])[CH2:27][CH3:28])=[O:29])[CH2:30][c:31]2[cH:32][nH:33][cH:34][n:35]2)=[O:36])[CH2:9][CH2:10][CH2:11]1)=[O:37])[CH2:38][OH:39])=[O:40].[ClH:41]. The reactants are C(CC(O)(C(=O)O)CC(=O)O)(=O)O (citric acid), C(CN(CC(=O)O)CC(=O)O)N(CC(=O)O)CC(=O)O.[Na].[Na] (disodium ethylenediamine tetracetic acid), 5g, COC(=O)C1=CC=C(O)C=C1 (methylparaben), C(C)OC(=O)C1=CC=C(O)C=C1 (ethylparaben), CC1=C(C(=C(C2=C1O[C@](CC2)(C)CCC[C@H](C)CCC[C@H](C)CCCC(C)C)C)OC(=O)C)C (tocopherol acetate), hydrocarbon. Run in O (water). Run at temperature 50 celsius. The product is C=1C=C2C(=C(C1)O)C(=O)C3=C(C=CC=C3O)C2 (anthralin). Yield: 0.2%. Reaction SMILES: [C:1]([OH:13])(=O)[CH2:2][C:3]([CH2:8][C:9]([OH:11])=O)(C(O)=O)[OH:4].C(N(CC(O)=O)CC(O)=O)CN(CC(O)=O)CC(O)=O.[Na].[Na].COC(C1C=CC(O)=CC=1)=O.C(OC(C1C=CC(O)=CC=1)=O)C.C[C:60]1[C:65]2O[C@@:67](CCC[C@@H](CCC[C@@H](CCCC(C)C)C)C)([CH3:70])[CH2:68][CH2:69][C:64]=2C(C)=[C:62](OC(C)=O)[C:61]=1C>O>[CH:61]1[CH:60]=[C:65]2[CH2:64][C:69]3[CH:68]=[CH:67][CH:70]=[C:1]([OH:13])[C:2]=3[C:3](=[O:4])[C:8]2=[C:9]([OH:11])[CH:62]=1 |f:1.2.3,^1:33,34|. Procedure details: Separately, 1,646 g of deionized water are heated to approximately 90° C. and 18 g of citric acid are dissolved therein. To this is added 1.2 g of disodium ethylenediamine tetracetic acid and 5g of a 1.5:1 mixture of methylparaben and ethylparaben. When this aqueous mixture, which will weigh about 1,670 g and will constitute approximately 83.5% of the final composition, is homogenous, it is combined with the above hydrocarbon component in a homogenizer. When the emulsion is thoroughly blended, i... The reactants are C1CCOC1, OCCc1ccc(F)cc1, Oc1ccc2[nH]ccc2c1, c1ccc(P(c2ccccc2)c2ccccc2)cc1. Product: Fc1ccc(CCOc2ccc3[nH]ccc3c2)cc1. As a reaction SMILES: [CH2:40]1[O:41][CH2:42][CH2:43][CH2:44]1.[F:30][c:31]1[cH:32][cH:33][c:34]([CH2:35][CH2:36][OH:37])[cH:38][cH:39]1.[OH:1][c:2]1[cH:3][c:4]2[cH:5][cH:6][nH:7][c:8]2[cH:9][cH:10]1.[c:11]1([P:12]([c:13]2[cH:14][cH:15][cH:16][cH:17][cH:18]2)[c:19]2[cH:20][cH:21][cH:22][cH:23][cH:24]2)[cH:25][cH:26][cH:27][cH:28][cH:29]1>>[O:1]([c:2]1[cH:3][c:4]2[cH:5][cH:6][nH:7][c:8]2[cH:9][cH:10]1)[CH2:36][CH2:35][c:34]1[cH:33][cH:32][c:31]([F:30])[cH:39][cH:38]1. Starting materials: BrC1=CN=C2N1N=C(C=C2)Cl (3-bromo-6-chloroimidazo[1,2-b]pyridazine), NC(CO)CC (2-aminobutan-1-ol), amino, C(Cl)Cl.CO.[NH4+].[OH-] (CH2Cl2 MeOH NH4OH). Yields the product BrC1=CN=C2N1N=C(C=C2)NC(CO)CC (2-(3-Bromoimidazo[1,2-b]pyridazin-6-ylamino)butan-1-ol). As a reaction SMILES: [Br:1][C:2]1[N:6]2[N:7]=[C:8](Cl)[CH:9]=[CH:10][C:5]2=[N:4][CH:3]=1.[NH2:12][CH:13]([CH2:16][CH3:17])[CH2:14][OH:15].C(Cl)Cl.CO.[NH4+].[OH-]>>[Br:1][C:2]1[N:6]2[N:7]=[C:8]([NH:12][CH:13]([CH2:16][CH3:17])[CH2:14][OH:15])[CH:9]=[CH:10][C:5]2=[N:4][CH:3]=1 |f:2.3.4.5|. Reported procedure: Prepared from 3-bromo-6-chloroimidazo[1,2-b]pyridazine and 2-aminobutan-1-ol according to general procedure 1 providing the amino compound (70 mg, 18%) as yellow solid: Rf=0.53 (CH2Cl2/MeOH/NH4OH, 160:18:2); 1H NMR (500 MHz, CDCl3) δ 7.59 (d, J=9.5 Hz, 1H), 7.48 (s, 1H), 6.45 (d, J=9.5 Hz, 1H), 4.51 (d, J=6.3 Hz, 1H), 3.97-3.90 (m, 2H), 3.75-3.72 (m, 1H), 2.65 (br, 1H), 1.76-1.64 (m, 2H), 1.04 (t, 3H); ES-MS: (M+H)=285, 287 m/z. Reactants: COc1cccc(-c2nc(C(F)(F)F)ccc2C=CC(=O)O)c1, Cl, C#Cc1cc(CN)cc(F)c1NS(C)(=O)=O. Product: C#Cc1cc(CNC(=O)C=Cc2ccc(C(F)(F)F)nc2-c2cccc(OC)c2)cc(F)c1NS(C)(=O)=O. Reaction SMILES: [CH3:18][O:19][c:20]1[cH:21][c:22](-[c:26]2[n:27][c:28]([C:37]([F:38])([F:39])[F:40])[cH:29][cH:30][c:31]2[CH:32]=[CH:33][C:34](=[O:35])[OH:36])[cH:23][cH:24][cH:25]1.[ClH:17].[NH2:1][CH2:2][c:3]1[cH:4][c:5]([C:15]#[CH:16])[c:6]([NH:10][S:11](=[O:12])(=[O:13])[CH3:14])[c:7]([F:9])[cH:8]1>>[NH:1]([CH2:2][c:3]1[cH:4][c:5]([C:15]#[CH:16])[c:6]([NH:10][S:11](=[O:12])(=[O:13])[CH3:14])[c:7]([F:9])[cH:8]1)[C:34]([CH:33]=[CH:32][c:31]1[c:26](-[c:22]2[cH:21][c:20]([O:19][CH3:18])[cH:25][cH:24][cH:23]2)[n:27][c:28]([C:37]([F:38])([F:39])[F:40])[cH:29][cH:30]1)=[O:35]. Reactants: C(CC1=CC=CC=C1)[Mg]Br (phenethyl magnesium bromide), C(C=C)Br (allyl bromide). Solvent: O1CCCC1 (tetrahydrofuran), O1CCCC1 (tetrahydrofuran). Reaction conditions: time 3 hour. The product is C1(=CC=CC=C1)CCCC=C (5-phenylpent-1-ene). RXN SMILES: [CH2:1]([Mg]Br)[CH2:2][C:3]1[CH:8]=[CH:7][CH:6]=[CH:5][CH:4]=1.[CH2:11](Br)[CH:12]=[CH2:13]>O1CCCC1>[C:3]1([CH2:2][CH2:1][CH2:13][CH:12]=[CH2:11])[CH:8]=[CH:7][CH:6]=[CH:5][CH:4]=1. Procedure details: A solution of phenethyl magnesium bromide (prepared from 25 g, 0.135 mol of phenethyl bromide and excess magnesium turnings) in anhydrous tetrahydrofuran (50 ml) was added to a stirred solution of allyl bromide (16.34 g, 0.135 mol) in anhydrous tetrahydrofuran (150 ml) at room temperature and under an atmosphere of dry nitrogen. The mixture was stirred at room temperature for 3 hours and the solvent was then evaporated off under reduced pressure and the residue was dissolved in ethyl acetate. Th... The reactants are O=C1NCCOCCOCCOCCNC(COCCOCCOC1)=O (5,15-Dioxo-1,7,10,13,19,22-hexaoxa-4,16-diaza-cyclotetracosane), [H-].[H-].[H-].[H-].[Li+].[Al+3] (LiAlH4). Run in O1CCCC1 (tetrahydrofurane). Yields the product O1CCNCCOCCOCCOCCNCCOCCOCC1 (1,7,10,13,19,22-Hexaoxa-4,16-diazacyclotetracosane). Yield: 95.0%. RXN SMILES: O=[C:2]1[CH2:25][O:24][CH2:23][CH2:22][O:21][CH2:20][CH2:19][O:18][CH2:17][C:16](=O)[NH:15][CH2:14][CH2:13][O:12][CH2:11][CH2:10][O:9][CH2:8][CH2:7][O:6][CH2:5][CH2:4][NH:3]1.[H-].[H-].[H-].[H-].[Li+].[Al+3]>O1CCCC1>[O:6]1[CH2:7][CH2:8][O:9][CH2:10][CH2:11][O:12][CH2:13][CH2:14][NH:15][CH2:16][CH2:17][O:18][CH2:19][CH2:20][O:21][CH2:22][CH2:23][O:24][CH2:25][CH2:2][NH:3][CH2:4][CH2:5]1 |f:1.2.3.4.5.6|. Procedure: A solution of 30 g. of the diamide obtained in Example 15 in 200 ml. anhydrous tetrahydrofurane is slowly added to a mixture of 50 ml. anhydrous tetrahyfrofurane and 18 g. LiAlH4 while stirring and heating at the reflux temperature. After the addition is completed, the mixture is stirred under reflux and under a nitrogen atmosphere for 24 hours. After cooling to room temperature the reducing agent is destroyed by adding a mixture of water and THF (1:2). The mixture is filtered and the filtrate i... As a reaction SMILES: Cl[C:2]1[CH:7]=[C:6]([CH3:8])[N:5]=[C:4]2[C:9]([C:12]3[CH:17]=[CH:16][CH:15]=[CH:14][CH:13]=3)=[N:10][NH:11][C:3]=12.[CH2:18]([NH2:21])[CH:19]=[CH2:20]>C1(C)C(C)=CC=CC=1>[CH2:18]([NH:21][C:2]1[CH:7]=[C:6]([CH3:8])[N:5]=[C:4]2[C:9]([C:12]3[CH:17]=[CH:16][CH:15]=[CH:14][CH:13]=3)=[N:10][NH:11][C:3]=12)[CH:19]=[CH2:20]. Reactants: ClC1=C2C(=NC(=C1)C)C(=NN2)C2=CC=CC=C2 (7-chloro-5-methyl-3-phenyl-1H-pyrazolo[4,3-b]pyridine), C(C=C)N (allylamine). Yields the product C(C=C)NC1=C2C(=NC(=C1)C)C(=NN2)C2=CC=CC=C2 (7-Allylamino-5-methyl-3-phenyl-1H-pyrazolo[4,3-b]pyridine). Run at time 2 day. Procedure: A mixture of 7-chloro-5-methyl-3-phenyl-1H-pyrazolo[4,3-b]pyridine (D9) (1 g), xylene (80 ml) and allylamine (20 ml) was placed in a Parr pressure vessel and heated at 142° rising to 162° for 2 days during which time the internal pressure rose to 75 psi. The vessel was then allowed to cool, the pressure released and the contents evaporated to dryness. The residue was chromotographed on basic alumina eluting with ether and then a rising percentage of methanol (to 25%). Approximately 90% of the st... Run in C=1(C(=CC=CC1)C)C (xylene). Starting materials: N=C(c1ccccc1)c1ccccc1, C1CCOC1, CC(C)(C)[O-], CCOC(C)=O, O=C(C=Cc1ccccc1)C=Cc1ccccc1, O=C(C=Cc1ccccc1)C=Cc1ccccc1, [Cl-], Cl, CC(C)(C)C(=O)c1cccc(I)c1, [Na+], [Na+], [Na+], [OH-], [Pd], c1ccc(P(c2ccccc2)c2ccc3ccccc3c2-c2c(P(c3ccccc3)c3ccccc3)ccc3ccccc23)cc1. The product is CC(C)(C)C(=O)c1cccc(N)c1. RXN SMILES: [C:14]([c:15]1[cH:16][cH:17][cH:18][cH:19][cH:20]1)([c:21]1[cH:22][cH:23][cH:24][cH:25][cH:26]1)=[NH:27].[CH2:128]1[O:129][CH2:130][CH2:131][CH2:132]1.[CH3:74][C:75]([CH3:76])([O-:77])[CH3:78].[CH3:85][CH2:86][O:87][C:88](=[O:89])[CH3:90].[CH:110](=[CH:111][C:112]([CH:113]=[CH:114][c:115]1[cH:116][cH:117][cH:118][cH:119][cH:120]1)=[O:121])[c:122]1[cH:123][cH:124][cH:125][cH:126][cH:127]1.[CH:92](=[CH:93][C:94]([CH:95]=[CH:96][c:97]1[cH:98][cH:99][cH:100][cH:101][cH:102]1)=[O:103])[c:104]1[cH:105][cH:106][cH:107][cH:108][cH:109]1.[Cl-:84].[ClH:80].[I:1][c:2]1[cH:3][c:4]([C:8]([C:9]([CH3:10])([CH3:11])[CH3:12])=[O:13])[cH:5][cH:6][cH:7]1.[Na+:79].[Na+:82].[Na+:83].[OH-:81].[Pd:91].[cH:28]1[cH:29][cH:30][c:31]([P:32]([c:33]2[cH:34][cH:35][c:36]3[c:37]([cH:38][cH:39][cH:40][cH:41]3)[c:42]2-[c:43]2[c:44]3[c:45]([cH:46][cH:47][cH:48][cH:49]3)[cH:50][cH:51][c:52]2[P:53]([c:54]2[cH:55][cH:56][cH:57][cH:58][cH:59]2)[c:60]2[cH:61][cH:62][cH:63][cH:64][cH:65]2)[c:66]2[cH:67][cH:68][cH:69][cH:70][cH:71]2)[cH:72][cH:73]1>>[c:2]1([NH2:27])[cH:3][c:4]([C:8]([C:9]([CH3:10])([CH3:11])[CH3:12])=[O:13])[cH:5][cH:6][cH:7]1.